describe an organic reaction: reactants, conditions, products, and yield From a dataset of the Open Reaction Database (ORD), a public repository of structured organic reaction records. Reaction conditions: time 0.17 hour. The reactants are C(C1=CC=CC=C1)Br (benzyl bromide), CN(C)C=O (DMF), [H-].[Na+] (NaH), C(C)OC(CC1=CNC2=CC=C(C=C12)OC)=O (5-Methoxy-1H-indole-3-acetic acid ethyl ester). Run in C1CCOC1 (THF), O (water), C(C)(=O)OCC (ethyl acetate). The product is C(C)OC(CC1=CN(C2=CC=C(C=C12)OC)CC1=CC=CC=C1)=O (5-methoxy-1-(phenylmethyl)-1H-indole-3-acetic acid ethyl ester). Reported procedure: 5-Methoxy-1H-indole-3-acetic acid ethyl ester (10.1 g, 41 mmol) was dissolved in 50 mL of THF and 200 mL of DMF and 1.8 g (45 mmol) of 60% NaH/mineral oil were added in portions with cooling. After 0.17 hours, 5 mL (42 mmol) of benzyl bromide was added and stirring maintained for 1.5 hours. The mixture was diluted with water and ethyl acetate, the organic layer separated, washed with water, brine and dried (Na2SO4). The solution was evaporated at reduced pressure and the residue chromatographed ... Reaction SMILES: [CH2:1]([O:3][C:4](=[O:17])[CH2:5][C:6]1[C:14]2[C:9](=[CH:10][CH:11]=[C:12]([O:15][CH3:16])[CH:13]=2)[NH:8][CH:7]=1)[CH3:2].CN(C=O)C.[H-].[Na+].[CH2:25](Br)[C:26]1[CH:31]=[CH:30][CH:29]=[CH:28][CH:27]=1>C1COCC1.O.C(OCC)(=O)C>[CH2:1]([O:3][C:4](=[O:17])[CH2:5][C:6]1[C:14]2[C:9](=[CH:10][CH:11]=[C:12]([O:15][CH3:16])[CH:13]=2)[N:8]([CH2:25][C:26]2[CH:31]=[CH:30][CH:29]=[CH:28][CH:27]=2)[CH:7]=1)[CH3:2] |f:2.3|. Isolated yield 81.5%.